From a dataset of the Open Reaction Database (ORD), a public repository of structured organic reaction records. describe an organic reaction: reactants, conditions, products, and yield Starting materials: C(C)OC(=O)C1=CC=C(C=C1)C1=C(C=CC(=C1)C(NC1=CC=C(C=C1)N1CCOCC1)=O)C (2′-Methyl-5′-(4-morpholin-4-yl-phenylcarbamoyl)-biphenyl-4-carboxylic acid ethyl ester). Solvent: C1CCOC1 (THF), [OH-].[Na+] (NaOH). Product: CC1=C(C=C(C=C1)C(NC1=CC=C(C=C1)N1CCOCC1)=O)C1=CC=C(C=C1)C(=O)O (2′-Methyl-5′-(4-morpholin-4-yl-phenylcarbamoyl)-biphenyl-4-carboxylic acid). As a reaction SMILES: C([O:3][C:4]([C:6]1[CH:11]=[CH:10][C:9]([C:12]2[CH:17]=[C:16]([C:18](=[O:32])[NH:19][C:20]3[CH:25]=[CH:24][C:23]([N:26]4[CH2:31][CH2:30][O:29][CH2:28][CH2:27]4)=[CH:22][CH:21]=3)[CH:15]=[CH:14][C:13]=2[CH3:33])=[CH:8][CH:7]=1)=[O:5])C>C1COCC1.[OH-].[Na+]>[CH3:33][C:13]1[CH:14]=[CH:15][C:16]([C:18](=[O:32])[NH:19][C:20]2[CH:21]=[CH:22][C:23]([N:26]3[CH2:31][CH2:30][O:29][CH2:28][CH2:27]3)=[CH:24][CH:25]=2)=[CH:17][C:12]=1[C:9]1[CH:10]=[CH:11][C:6]([C:4]([OH:5])=[O:3])=[CH:7][CH:8]=1 |f:2.3|. Procedure: 2′-Methyl-5′-(4-morpholin-4-yl-phenylcarbamoyl)-biphenyl-4-carboxylic acid ethyl ester (0.89 g) in THF (10 ml) and 0.5M NaOH (15 m) was heated to 100° C. for 3 hours then cooled to room temperature. THF was evaporated and the residue extracted with dichloromethane. The aqueous layer was acidified to pH 1 and a grey solid precipitated which was collected by filtration and dried (0.74 g). Starting materials: B(Br)(Br)Br (Boron tribromide), C(C1=CC=CC=C1)C1=C(C2=C(S1)C=C(C=C2)OC)C(=O)C2=CC=C(C=C2)OC ((2-benzyl-6-methoxy-benzo[b]thiophen-3-yl)-(4-methoxy-phenyl)-methanone). The solvent is ClCCl (dichloromethane). Reaction conditions: time 4 hour. Yields the product OC1=CC=C(C=C1)C1=C2C=CC=CC2=CC2=C1C1=C(S2)C=C(C=C1)O (11-(4-Hydroxy-phenyl)-benzo[b]naphtho[2,3-d]thiophen-3-ol). Isolated yield 102.6%. Reaction SMILES: B(Br)(Br)Br.[CH2:5]([C:12]1[S:16][C:15]2[CH:17]=[C:18]([O:21]C)[CH:19]=[CH:20][C:14]=2[C:13]=1[C:23]([C:25]1[CH:30]=[CH:29][C:28]([O:31]C)=[CH:27][CH:26]=1)=O)[C:6]1[CH:11]=[CH:10][CH:9]=[CH:8][CH:7]=1>ClCCl>[OH:31][C:28]1[CH:27]=[CH:26][C:25]([C:23]2[C:13]3[C:14]4[CH:20]=[CH:19][C:18]([OH:21])=[CH:17][C:15]=4[S:16][C:12]=3[CH:5]=[C:6]3[C:7]=2[CH:8]=[CH:9][CH:10]=[CH:11]3)=[CH:30][CH:29]=1. Reported procedure: Boron tribromide (5 mL, 52.9 mmol) was added slowly to a stirrred solution of (2-benzyl-6-methoxy-benzo[b]thiophen-3-yl)-(4-methoxy-phenyl)-methanone (2.30 g, 5.92 mmol) in dichloromethane (30 mL) at -78° C. under a dry nitrogen atomosphere. The solution was allowed to warm to ambient temperature and was stirred for 4 h. The reaction mixture was quenched with water and partitioned between water and ether. Silica gel was added to the ether phase and the solvent was removed, The adsorbate was flas... Reactants: C(/C1=CC=CC=C1)=C\1/N=C(NC1=O)C1=C(C=C(C=C1)F)F ((Z)-4-benzylidene-2-(2,4-difluorophenyl)-1H-imidazol-5(4H)-one), C(\C=C\C1=CC=CC=C1)=O (trans-cinnamaldehyde). Reaction conditions: time 72 hour. Product: C(C1=CC=CC=C1)C1C(C2=C(NC(=N2)C2=C(C=C(C=C2)F)F)OC1=O)C1=CC=CC=C1 (6-benzyl-2-(2,4-difluorophenyl)-7-phenyl-6,7-dihydropyrano[2,3-d]imidazol-5(3H)-one). Yield: 62.0%. As a reaction SMILES: [CH:1](=[C:8]1/[N:9]=[C:10]([C:14]2[CH:19]=[CH:18][C:17]([F:20])=[CH:16][C:15]=2[F:21])[NH:11][C:12]/1=[O:13])/[C:2]1[CH:7]=[CH:6][CH:5]=[CH:4][CH:3]=1.[CH:22](=[O:31])/[CH:23]=[CH:24]/[C:25]1[CH:30]=[CH:29][CH:28]=[CH:27][CH:26]=1>>[CH2:24]([CH:23]1[C:22](=[O:31])[O:13][C:12]2[NH:11][C:10]([C:14]3[CH:19]=[CH:18][C:17]([F:20])=[CH:16][C:15]=3[F:21])=[N:9][C:8]=2[CH:1]1[C:2]1[CH:3]=[CH:4][CH:5]=[CH:6][CH:7]=1)[C:25]1[CH:30]=[CH:29][CH:28]=[CH:27][CH:26]=1. Reported procedure: Prepared according to the general procedure using (Z)-4-benzylidene-2-(2,4-difluorophenyl)-1H-imidazol-5(4H)-one and trans-cinnamaldehyde. After 72 h, the unpurified residue was purified by flash chromatography using 15% EtOAc/hexanes to afford 5i as an off-white solid (78 mg, 62%). Analytical data for 5i: 1H NMR (500 MHz, CDCl3) δ 9.43 (d, J=7.1 Hz, 1H), 8.15 (td, J=9.0, 6.4 Hz, 1H), 7.35-7.27 (m, 5H), 7.26-7.23 (m, 1H), 7.11-7.05 (m, 2H), 7.01-6.92 (m, 3H), 6.83 (ddd, J=12.4, 8.4, 2.5 Hz, 1H),...